Dataset: the Open Reaction Database (ORD), a public repository of structured organic reaction records. Task: describe an organic reaction: reactants, conditions, products, and yield The reactants are ClC1=NC2=CC=C(C=C2C=C1C=O)OC (2-Chloro-6-methoxy-3-quinolinecarboxaldehyde), S1C(=NC2=C1C=CC=C2)CC#N (2-benzothiazoleacetonitrile). Product: S1C(=NC2=C1C=CC=C2)\C(\C#N)=C\C=2C(=NC1=CC=C(C=C1C2)OC)Cl ((E)-2-benzothiazol-2-yl-3-(2-chloro-6-methoxy-quinolin-3-yl)-acrylonitrile). Yield: 78.4%. Reaction SMILES: [Cl:1][C:2]1[C:11]([CH:12]=O)=[CH:10][C:9]2[C:4](=[CH:5][CH:6]=[C:7]([O:14][CH3:15])[CH:8]=2)[N:3]=1.[S:16]1[C:20]2[CH:21]=[CH:22][CH:23]=[CH:24][C:19]=2[N:18]=[C:17]1[CH2:25][C:26]#[N:27]>>[S:16]1[C:20]2[CH:21]=[CH:22][CH:23]=[CH:24][C:19]=2[N:18]=[C:17]1/[C:25](=[CH:12]/[C:11]1[C:2]([Cl:1])=[N:3][C:4]2[C:9]([CH:10]=1)=[CH:8][C:7]([O:14][CH3:15])=[CH:6][CH:5]=2)/[C:26]#[N:27]. Procedure: 2-Chloro-6-methoxy-3-quinolinecarboxaldehyde (111 mg) was condensed with 2-benzothiazoleacetonitrile (87 mg) through Method B (production step 3), to thereby yield the target product (yield: 148 mg, 78%). Starting materials: CC(C)(N)c1ncon1, O=C(O)c1ccc(Cl)c(OCC2CC2)n1. The product is CC(C)(NC(=O)c1ccc(Cl)c(OCC2CC2)n1)c1ncon1. Reaction SMILES: [CH3:16][C:17]([CH3:18])([c:19]1[n:20][o:21][cH:22][n:23]1)[NH2:24].[Cl:1][c:2]1[cH:3][cH:4][c:5]([C:13](=[O:14])[OH:15])[n:6][c:7]1[O:8][CH2:9][CH:10]1[CH2:11][CH2:12]1>>[Cl:1][c:2]1[cH:3][cH:4][c:5]([C:13](=[O:15])[NH:24][C:17]([CH3:16])([CH3:18])[c:19]2[n:20][o:21][cH:22][n:23]2)[n:6][c:7]1[O:8][CH2:9][CH:10]1[CH2:11][CH2:12]1. Reactants: CC(=O)CC(C)C, CCCCc1nc(Cl)c(CO)[nH]1, [Na+], [OH-], O, OO. Yields the product CCCCc1nc(Cl)c(C=O)[nH]1. Reaction SMILES: [CH2:13]([C:14]([CH3:15])=[O:16])[CH:17]([CH3:18])[CH3:19].[CH2:1]([CH2:2][CH2:3][CH3:4])[c:5]1[nH:6][c:7]([CH2:11][OH:12])[c:8]([Cl:10])[n:9]1.[Na+:21].[OH-:20].[OH2:24].[OH:22][OH:23]>>[CH2:1]([CH2:2][CH2:3][CH3:4])[c:5]1[nH:6][c:7]([CH:11]=[O:12])[c:8]([Cl:10])[n:9]1. Reactants: CCC(=O)Cl, [Li]CCCC, Cc1ccc(Cc2ccccc2C2(O)CCN(CCc3ccccc3)CC2)c(F)c1, C1CCOC1, O. The product is Cl, CCC(=O)OC1(c2ccccc2Cc2ccc(C)cc2F)CCN(CCc2ccccc2)CC1. Reaction SMILES: [C:36]([CH2:37][CH3:38])(=[O:39])[Cl:40].[CH2:31]([Li:32])[CH2:33][CH2:34][CH3:35].[F:1][c:2]1[c:3]([CH2:9][c:10]2[c:11]([C:16]3([OH:30])[CH2:17][CH2:18][N:19]([CH2:22][CH2:23][c:24]4[cH:25][cH:26][cH:27][cH:28][cH:29]4)[CH2:20][CH2:21]3)[cH:12][cH:13][cH:14][cH:15]2)[cH:4][cH:5][c:6]([CH3:8])[cH:7]1.[O:41]1[CH2:42][CH2:43][CH2:44][CH2:45]1.[OH2:46]>>[ClH:40].[F:1][c:2]1[c:3]([CH2:9][c:10]2[c:11]([C:16]3([O:30][C:36]([CH2:37][CH3:38])=[O:39])[CH2:17][CH2:18][N:19]([CH2:22][CH2:23][c:24]4[cH:25][cH:26][cH:27][cH:28][cH:29]4)[CH2:20][CH2:21]3)[cH:12][cH:13][cH:14][cH:15]2)[cH:4][cH:5][c:6]([CH3:8])[cH:7]1. The reactants are ClC(=O)OC1=CC=C(C=C1)N1C(CC(CC1=O)(C)C)=O (4-(4,4-dimethyl-2,6-dioxo-piperidin-1-yl)-phenyl chloroformate), Cl.N1=CC(=CC=C1)CN1CCNCC1 (1-pyridin-3-ylmethyl-piperazine, hydrochloride). Yields the product CC1(CC(N(C(C1)=O)C1=CC=C(C=C1)OC(=O)N1CCN(CC1)CC=1C=NC=CC1)=O)C (4-Pyridin-3-ylmethyl-piperazine-1-carboxylic acid 4-(4,4-dimethyl-2,6-dioxo-piperidin-1-yl)-phenyl ester). As a reaction SMILES: Cl[C:2]([O:4][C:5]1[CH:10]=[CH:9][C:8]([N:11]2[C:16](=[O:17])[CH2:15][C:14]([CH3:19])([CH3:18])[CH2:13][C:12]2=[O:20])=[CH:7][CH:6]=1)=[O:3].Cl.[N:22]1[CH:27]=[CH:26][CH:25]=[C:24]([CH2:28][N:29]2[CH2:34][CH2:33][NH:32][CH2:31][CH2:30]2)[CH:23]=1>>[CH3:18][C:14]1([CH3:19])[CH2:15][C:16](=[O:17])[N:11]([C:8]2[CH:9]=[CH:10][C:5]([O:4][C:2]([N:32]3[CH2:33][CH2:34][N:29]([CH2:28][C:24]4[CH:23]=[N:22][CH:27]=[CH:26][CH:25]=4)[CH2:30][CH2:31]3)=[O:3])=[CH:6][CH:7]=2)[C:12](=[O:20])[CH2:13]1 |f:1.2|. Procedure: The title compound was prepared from 4-(4,4-dimethyl-2,6-dioxo-piperidin-1-yl)-phenyl chloroformate and 1-pyridin-3-ylmethyl-piperazine, hydrochloride, preparative HPLC (Method C) (75%, colourless oil). HPLC-MS m/z=437.2 (M+1), Rt: 1.70 min. Conditions: time 10 minute. As a reaction SMILES: C([O-])([O-])=O.[K+].[K+].Cl.[Br:8][C:9]1[CH:14]=[CH:13][C:12]([C@@H:15]2[CH2:17][C@H:16]2[NH2:18])=[CH:11][CH:10]=1.Br[CH2:20][C:21]([NH2:23])=[O:22]>CN(C=O)C>[Br:8][C:9]1[CH:10]=[CH:11][C:12]([C@@H:15]2[CH2:17][C@H:16]2[NH:18][CH2:20][C:21]([NH2:23])=[O:22])=[CH:13][CH:14]=1 |f:0.1.2,3.4|. Yield: 30.7%. Procedure: To a suspension of K2CO3 (3.48 g, 25.4 mmol, 2.1 equiv) in dry DMF (30 mL) a solution of (trans)-2-(4-bromophenyl)cyclopropanamine hydrochloride (3 g, 12.09 mmol, 1 equiv) in dry DMF (6 mL) was added at 0° C. and stirred for 10 min, then 2-bromoacetamide (1.82 g, 13.3 mmol, 1.1 equiv) was added and stirred at RT for 2 h. After completion, the reaction mixture was poured into ice water (50 mL) and extracted with EtOAc (2×50 mL). The combined extracts were washed with water (2×50 mL), brine (50 mL... Reactants: C(=O)([O-])[O-].[K+].[K+] (K2CO3), Cl.BrC1=CC=C(C=C1)[C@H]1[C@@H](C1)N ((trans)-2-(4-bromophenyl)cyclopropanamine hydrochloride), ice water, BrCC(=O)N (2-bromoacetamide). Run in CN(C)C=O (DMF), CN(C)C=O (DMF). Yields the product BrC1=CC=C(C=C1)[C@H]1[C@@H](C1)NCC(=O)N (2-((trans)-2-(4-bromophenyl)cyclopropylamino)acetamide). Starting materials: NC(C(=O)NCC#C)(COC1=CC=C(C=C1)OCC)C (2-Amino-3-(4-ethoxy-phenoxy)-2methyl-N-prop-2-ynyl-propionamide), C1CN2CCN1CC2 (DABCO), C1(=CC=CC=C1)CS(=O)(=O)Cl (phenyl-methansulfonyl chloride). Solvent: O1CCCC1 (tetrahydrofurane). Run at time 20 hour. The product is C(C)OC1=CC=C(OCC(C(=O)NCC#C)(NS(=O)(=O)CC2=CC=CC=C2)C)C=C1 (3-(4-Ethoxy-phenoxy)-2-methyl-2-phenylmethanesulfonylamino-N-prop-2-ynyl-propionamide). Reaction SMILES: [NH2:1][C:2]([CH3:20])([CH2:9][O:10][C:11]1[CH:16]=[CH:15][C:14]([O:17][CH2:18][CH3:19])=[CH:13][CH:12]=1)[C:3]([NH:5][CH2:6][C:7]#[CH:8])=[O:4].C1N2CCN(CC2)C1.[C:29]1([CH2:35][S:36](Cl)(=[O:38])=[O:37])[CH:34]=[CH:33][CH:32]=[CH:31][CH:30]=1>O1CCCC1>[CH2:18]([O:17][C:14]1[CH:13]=[CH:12][C:11]([O:10][CH2:9][C:2]([CH3:20])([NH:1][S:36]([CH2:35][C:29]2[CH:34]=[CH:33][CH:32]=[CH:31][CH:30]=2)(=[O:38])=[O:37])[C:3]([NH:5][CH2:6][C:7]#[CH:8])=[O:4])=[CH:16][CH:15]=1)[CH3:19]. Reported procedure: 0.880 g 2-Amino-3-(4-ethoxy-phenoxy)-2methyl-N-prop-2-ynyl-propionamide and 0.233 g DABCO are dissolved in 8 ml tetrahydrofurane. After addition of 0.232 phenyl-methansulfonyl chloride the mixture is stirred for 20 hours. This mixture is then subjected to flash chromatography without further work-up to yield 320 mg of a white solid. M.p. 155-156° C.